Dataset: the Open Reaction Database (ORD), a public repository of structured organic reaction records. Task: describe an organic reaction: reactants, conditions, products, and yield Reactants: N(=NC(=O)OC(C)C)C(=O)OC(C)C (diisopropyl azodicarboxylate), FC(C1CCC(CC1)O)(F)F (4-trifluoromethyl-cyclohexanol), OC=1C=C2C=CC(=CC2=CC1)[C@]1(NC(OC1)=O)C ((R)-4-(6-hydroxy-naphthalen-2-yl)-4-methyl-oxazolidin-2-one), C1(=CC=CC=C1)P(C1=CC=CC=C1)C1=CC=CC=C1 (triphenylphosphine), product. The solvent is O1CCCC1 (tetrahydrofuran). Yields the product C[C@@]1(NC(OC1)=O)C1=CC2=CC=C(C=C2C=C1)OC1CCC(CC1)C(F)(F)F ((R)-4-Methyl-4-[6-(4-trifluoromethyl-cyclohexyloxy)-naphthalen-2-yl]-oxazolidin-2-one). Reaction SMILES: [F:1][C:2]([F:11])([F:10])[CH:3]1[CH2:8][CH2:7][CH:6]([OH:9])[CH2:5][CH2:4]1.O[C:13]1[CH:14]=[C:15]2[C:20](=[CH:21][CH:22]=1)[CH:19]=[C:18]([C@:23]1([CH3:29])[CH2:27][O:26][C:25](=[O:28])[NH:24]1)[CH:17]=[CH:16]2.C1(P(C2C=CC=CC=2)C2C=CC=CC=2)C=CC=CC=1.N(C(OC(C)C)=O)=NC(OC(C)C)=O>O1CCCC1>[CH3:29][C@@:23]1([C:18]2[CH:17]=[CH:16][C:15]3[C:20](=[CH:21][CH:22]=[C:13]([O:9][CH:6]4[CH2:5][CH2:4][CH:3]([C:2]([F:10])([F:11])[F:1])[CH2:8][CH2:7]4)[CH:14]=3)[CH:19]=2)[CH2:27][O:26][C:25](=[O:28])[NH:24]1. Procedure: In a 40 mL vial, 4-trifluoromethyl-cyclohexanol (713.2 mg, 0.004241 mol) was diluted with tetrahydrofuran (19.0 mL), then (R)-4-(6-hydroxy-naphthalen-2-yl)-4-methyl-oxazolidin-2-one (0.9462 g, 0.003890 mol) and triphenylphosphine (1.3031 g, 0.0049682 mol) were added. The mixture was stirred and then diisopropyl azodicarboxylate (0.91 mL, 0.0046 mol) was added. The reaction was stirred at room temperature for 38 h. The reaction mixture was concentrated in vacuo, taken up in DCM, adsorbed onto sil... Reactants: O[C@@H](CN1CC(NCC1)=O)C1=C(C2=C(C(OC2)=O)C=C1)C (4-[(2R)-2-hydroxy-2-(4-methyl-1-oxo-1,3-dihydro-2-benzofuran-5-yl)ethyl]piperazin-2-one), ClC=1N=CC2=C(C(=CC=C2C1)C#N)C (3-Chloro-8-methylisoquinoline-7-carbonitrile), CC1(C2=C(C(=CC=C2)P(C3=CC=CC=C3)C4=CC=CC=C4)OC5=C(C=CC=C51)P(C6=CC=CC=C6)C7=CC=CC=C7)C (Xantphos), C(=O)([O-])[O-].[Cs+].[Cs+] (Cs2CO3). The reagents and catalysts are C=1C=CC(=CC1)/C=C/C(=O)/C=C/C2=CC=CC=C2.C=1C=CC(=CC1)/C=C/C(=O)/C=C/C2=CC=CC=C2.C=1C=CC(=CC1)/C=C/C(=O)/C=C/C2=CC=CC=C2.[Pd].[Pd] (Pd2(dba)3). Solvent: O1CCOCC1 (dioxane). Conditions: temperature 100 celsius. Product: O[C@@H](CN1CC(N(CC1)C=1N=CC2=C(C(=CC=C2C1)C#N)C)=O)C1=C(C2=C(C(OC2)=O)C=C1)C (3-{4-[(2R)-2-Hydroxy-2-(4-methyl-1-oxo-1,3-dihydro-2-benzofuran-5-yl)ethyl]-2-oxopiperazin-1-yl}-8-methylisoquinoline-7-carbonitrile). RXN SMILES: [OH:1][C@H:2]([C:11]1[CH:20]=[CH:19][C:14]2[C:15](=[O:18])[O:16][CH2:17][C:13]=2[C:12]=1[CH3:21])[CH2:3][N:4]1[CH2:9][CH2:8][NH:7][C:6](=[O:10])[CH2:5]1.Cl[C:23]1[N:24]=[CH:25][C:26]2[C:31]([CH:32]=1)=[CH:30][CH:29]=[C:28]([C:33]#[N:34])[C:27]=2[CH3:35].CC1(C)C2C(=C(P(C3C=CC=CC=3)C3C=CC=CC=3)C=CC=2)OC2C(P(C3C=CC=CC=3)C3C=CC=CC=3)=CC=CC1=2.C([O-])([O-])=O.[Cs+].[Cs+]>O1CCOCC1.C1C=CC(/C=C/C(/C=C/C2C=CC=CC=2)=O)=CC=1.C1C=CC(/C=C/C(/C=C/C2C=CC=CC=2)=O)=CC=1.C1C=CC(/C=C/C(/C=C/C2C=CC=CC=2)=O)=CC=1.[Pd].[Pd]>[OH:1][C@H:2]([C:11]1[CH:20]=[CH:19][C:14]2[C:15](=[O:18])[O:16][CH2:17][C:13]=2[C:12]=1[CH3:21])[CH2:3][N:4]1[CH2:9][CH2:8][N:7]([C:23]2[N:24]=[CH:25][C:26]3[C:31]([CH:32]=2)=[CH:30][CH:29]=[C:28]([C:33]#[N:34])[C:27]=3[CH3:35])[C:6](=[O:10])[CH2:5]1 |f:3.4.5,7.8.9.10.11|. Procedure: A mixture of 4-[(2R)-2-hydroxy-2-(4-methyl-1-oxo-1,3-dihydro-2-benzofuran-5-yl)ethyl]piperazin-2-one (26 mg, 0.089 mmol), 3-Chloro-8-methylisoquinoline-7-carbonitrile [I-12] (18 mg, 0.089 mmol), Pd2(dba)3 (16 mg, 0.017 mmol), Xantphos (21 mg, 0.036 mmol), and Cs2CO3 (40 mg, 0.12 mmol) in dioxane (4 mL) was sealed in a microwave tube and purged three times with nitrogen. It was heated to 100° C. for 10 minutes in a microwave reactor. LC showed formation of the desired product, which was purified ... Starting materials: CS(=O)(=O)C1CCNC1, O=C(O)c1ccc(S(=O)(=O)Cl)cc1. Product: CS(=O)(=O)C1CCN(S(=O)(=O)c2ccc(C(=O)O)cc2)C1. Reaction SMILES: [CH3:14][S:15](=[O:16])(=[O:17])[CH:18]1[CH2:19][NH:20][CH2:21][CH2:22]1.[Cl:1][S:2](=[O:3])(=[O:4])[c:5]1[cH:6][cH:7][c:8]([C:9](=[O:10])[OH:11])[cH:12][cH:13]1>>[S:2](=[O:3])(=[O:4])([c:5]1[cH:6][cH:7][c:8]([C:9](=[O:10])[OH:11])[cH:12][cH:13]1)[N:20]1[CH2:19][CH:18]([S:15]([CH3:14])(=[O:16])=[O:17])[CH2:22][CH2:21]1. Yields the product N#CCc1cnn(Cc2ccccc2)c1-c1ccccc1. Reaction SMILES: [CH2:1]([c:2]1[cH:3][cH:4][cH:5][cH:6][cH:7]1)[n:8]1[n:9][cH:10][c:11]([CH2:19][Cl:20])[c:12]1-[c:13]1[cH:14][cH:15][cH:16][cH:17][cH:18]1.[CH3:24][N:25]([CH3:26])[CH:27]=[O:28].[K:21][C:22]#[N:23].[OH2:29]>>[CH2:1]([c:2]1[cH:3][cH:4][cH:5][cH:6][cH:7]1)[n:8]1[n:9][cH:10][c:11]([CH2:19][C:22]#[N:23])[c:12]1-[c:13]1[cH:14][cH:15][cH:16][cH:17][cH:18]1. The reactants are ClCc1cnn(Cc2ccccc2)c1-c1ccccc1, CN(C)C=O, N#C[K], O. The reactants are p-benzenediazonium sulfonate, S(=O)(C1=CC=C(C=C1)N)(=O)[O-].[Na+] (sodium sulfanilate), N(=O)[O-].[Na+] (sodium nitrite), OC=1C=C(C2=CC=CC=C2C1)C(=O)O (3-Hydroxy-1-napthalenecarboxylic acid), C([O-])(O)=O.[Na+] (sodium bicarbonate), S(=O)(O)[O-].[Na+] (sodium hydrogen sulfite). Run in O (water). Reaction conditions: temperature 60 celsius, time 8 hour. The product is NC1=C(C=C(C2=CC=CC=C12)C(=O)O)O (4-Amino-3-hydroxy-1-naphthalenecarboxylic acid). Yield: 15.0%. Reaction SMILES: S([O-])(=O)(C1C=CC([NH2:9])=CC=1)=O.[Na+].N([O-])=O.[Na+].[OH:17][C:18]1[CH:19]=[C:20]([C:28]([OH:30])=[O:29])[C:21]2[C:26]([CH:27]=1)=[CH:25][CH:24]=[CH:23][CH:22]=2.C(=O)(O)[O-].[Na+].S([O-])(O)=O.[Na+]>O>[NH2:9][C:27]1[C:26]2[C:21](=[CH:22][CH:23]=[CH:24][CH:25]=2)[C:20]([C:28]([OH:30])=[O:29])=[CH:19][C:18]=1[OH:17] |f:0.1,2.3,5.6,7.8|. Procedure details: To a stirred solution of p-benzenediazonium sulfonate, which was prepared by the addition of sodium sulfanilate (0.525 g, 2.7 mmole) to sodium nitrite at 0°, and the compound from example 14 c) (0.413 g, 2.2 mmol) in water (20 mL), sodium bicarbonate (2.3 g, 27.0 mmol) was added slowly. The resulting solution was heated at 60° C. with stirring overnight. After the solution was cooled to 50° C., sodium hydrogen sulfite (1.05 g, 6.0 mmole) was added. The resulting solution was stirred for 30 min. ... Yield: 21.0%. Procedure details: N-(2-{5-Chloro-2-[3-(2-methoxy-ethyl)-2,3,4,5-tetrahydro-1H-benzo[d]azepin-7-ylamino]-pyrimidin-4-ylamino}-ethyl)-methanesulfonamide was prepared from 3-(2-methoxy-ethyl)-2,3,4,5-tetrahydro-1H-benzo[d]azepin-7-ylamine and N-[2-(2,5-dichloro-pyrimidin-4-ylamino)-ethyl]-methanesulfonamide in an analogous manner to Example 298. Product isolated as a white solid (34 mg, 21%). m.p.=92-95° C.; LCMS (m/e) 469 (M+1); 1H-NMR (d6-DMSO, 400 MHz) δ 9.06 (s, 1H), 7.93 (s, 1H), 7.45-7.39 (m, 2H), 7.17-7.07 (m... Product: ClC=1C(=NC(=NC1)NC1=CC2=C(CCN(CC2)CCOC)C=C1)NCCNS(=O)(=O)C (N-(2-{5-Chloro-2-[3-(2-methoxy-ethyl)-2,3,4,5-tetrahydro-1H-benzo[d]azepin-7-ylamino]-pyrimidin-4-ylamino}-ethyl)-methanesulfonamide), solid. The reactants are COCCN1CCC2=C(CC1)C=C(C=C2)N (3-(2-methoxy-ethyl)-2,3,4,5-tetrahydro-1H-benzo[d]azepin-7-ylamine), ClC1=NC=C(C(=N1)NCCNS(=O)(=O)C)Cl (N-[2-(2,5-dichloro-pyrimidin-4-ylamino)-ethyl]-methanesulfonamide). As a reaction SMILES: [CH3:1][O:2][CH2:3][CH2:4][N:5]1[CH2:11][CH2:10][C:9]2[CH:12]=[C:13]([NH2:16])[CH:14]=[CH:15][C:8]=2[CH2:7][CH2:6]1.Cl[C:18]1[N:23]=[C:22]([NH:24][CH2:25][CH2:26][NH:27][S:28]([CH3:31])(=[O:30])=[O:29])[C:21]([Cl:32])=[CH:20][N:19]=1>>[Cl:32][C:21]1[C:22]([NH:24][CH2:25][CH2:26][NH:27][S:28]([CH3:31])(=[O:30])=[O:29])=[N:23][C:18]([NH:16][C:13]2[CH:14]=[CH:15][C:8]3[CH2:7][CH2:6][N:5]([CH2:4][CH2:3][O:2][CH3:1])[CH2:11][CH2:10][C:9]=3[CH:12]=2)=[N:19][CH:20]=1.